This data is from the Open Reaction Database (ORD), a public repository of structured organic reaction records. The task is: describe an organic reaction: reactants, conditions, products, and yield Reactants: [N+](=O)([O-])C1=CC=C(O1)C1=NNC=C1C=O (3-(5-nitro-2-furyl)-1H-pyrazole-4-carboxaldehyde), Cl.NO (hydroxylamine hydrochloride), C(C)(=O)[O-].[Na+] (sodium acetate). The solvent is O (water). Reaction conditions: temperature 0 celsius. The product is [N+](=O)([O-])C1=CC=C(O1)C1=NNC=C1C=NO (3-(5-nitro-2-furyl)-1H-pyrazole-4-carboxaldehydeoxime). The yield is 97.0%. As a reaction SMILES: [N+:1]([C:4]1[O:8][C:7]([C:9]2[C:13]([CH:14]=O)=[CH:12][NH:11][N:10]=2)=[CH:6][CH:5]=1)([O-:3])=[O:2].Cl.[NH2:17][OH:18].C([O-])(=O)C.[Na+]>O>[N+:1]([C:4]1[O:8][C:7]([C:9]2[C:13]([CH:14]=[N:17][OH:18])=[CH:12][NH:11][N:10]=2)=[CH:6][CH:5]=1)([O-:3])=[O:2] |f:1.2,3.4|. Procedure: Stir together 18 g of 3-(5-nitro-2-furyl)-1H-pyrazole-4-carboxaldehyde, 6.95 of hydroxylamine hydrochloride and 8.2 g of sodium acetate in 70 ml of water for 1.5 hours at 70° C. Cool the resulting admixture slowly to 0° C. Separate the formed precipitate by vacuum filtration and wash the residue with several portions of ice-cold water to obtain a 97% yield of 3-(5-nitro-2-furyl)-1H-pyrazole-4-carboxaldehydeoxime [m.p. 233° to 235° C (with decomposition)]. Reaction conditions: temperature 40 celsius, time 15 hour. The product is CC=1C=C(C=C(C1OCC1OC1)C)C1=NOC(=N1)C=1SC(=CC1)CC (3-(3,5-dimethyl-4-oxiranylmethoxy-phenyl)-5-(5-ethyl-thiophen-2-yl)-[1,2,4]oxadiazole). The reactants are C(C)C1=CC=C(S1)C1=NC(=NO1)C1=CC(=C(C(=C1)C)O)C (4-[5-(5-ethyl-thiophen-2-yl)-[1,2,4]oxadiazol-3-yl]-2,6-dimethyl-phenol), C(Cl)C1CO1 (epichlorohydrine). Procedure: A mixture of 4-[5-(5-ethyl-thiophen-2-yl)-[1,2,4]oxadiazol-3-yl]-2,6-dimethyl-phenol (367 mg, 1.22 mmol) and epichlorohydrine (565 mg, 6.10 mmol) in isopropanol (20 mL) and 3 N aq. NaOH (6 mL) is stirred at 40° C. for 15 h. The mixture is diluted with diethyl ether, washed with sat. aq. NaHCO3 and water, dried over MgSO4, filtered and evaporated. The crude product is purified by CC on silica gel eluting with heptane:EA 9:1 to give 3-(3,5-dimethyl-4-oxiranylmethoxy-phenyl)-5-(5-ethyl-thiophen-2-y... The yield is 28.3%. The solvent is C(C)(C)O (isopropanol), [OH-].[Na+] (NaOH), C(C)OCC (diethyl ether). RXN SMILES: [CH2:1]([C:3]1[S:7][C:6]([C:8]2[O:12][N:11]=[C:10]([C:13]3[CH:18]=[C:17]([CH3:19])[C:16]([OH:20])=[C:15]([CH3:21])[CH:14]=3)[N:9]=2)=[CH:5][CH:4]=1)[CH3:2].[CH2:22]([CH:24]1[O:26][CH2:25]1)Cl>C(O)(C)C.[OH-].[Na+].C(OCC)C>[CH3:21][C:15]1[CH:14]=[C:13]([C:10]2[N:9]=[C:8]([C:6]3[S:7][C:3]([CH2:1][CH3:2])=[CH:4][CH:5]=3)[O:12][N:11]=2)[CH:18]=[C:17]([CH3:19])[C:16]=1[O:20][CH2:22][CH:24]1[CH2:25][O:26]1 |f:3.4|.